Dataset: the Open Reaction Database (ORD), a public repository of structured organic reaction records. Task: describe an organic reaction: reactants, conditions, products, and yield Reactants: c1ccc(COc2ccccc2-c2cocn2)cc1, ClCCl, [H][H]. The product is Oc1ccccc1-c1cocn1. RXN SMILES: [CH2:1]([c:2]1[cH:3][cH:4][cH:5][cH:6][cH:7]1)[O:8][c:9]1[c:10](-[c:15]2[n:16][cH:17][o:18][cH:19]2)[cH:11][cH:12][cH:13][cH:14]1.[Cl:22][CH2:23][Cl:24].[H:20][H:21]>>[OH:8][c:9]1[c:10](-[c:15]2[n:16][cH:17][o:18][cH:19]2)[cH:11][cH:12][cH:13][cH:14]1.